The task is: describe an organic reaction: reactants, conditions, products, and yield. This data is from the Open Reaction Database (ORD), a public repository of structured organic reaction records. Reactants: O1C(=NC2=C1C=CC=C2)N2[C@@H](CCCC2)C(=O)O ((2S)-1-(1,3-benzoxazol-2-yl)-2-piperidinecarboxylic acid), NCCN1[C@@H](CN(C[C@@H]1C)C(=O)OC(C)(C)C)C (tert-butyl (cis)-4-(2-aminoethyl)-3,5-dimethyl-1-piperazinecarboxylate). Product: N (ammonia), O1C(=NC2=C1C=CC=C2)N2[C@@H](CCCC2)C(=O)NCCN2[C@@H](CN(C[C@@H]2C)C(=O)OC(C)(C)C)C (tert-butyl (cis)-4-[2-([(2S)-1-(1,3-benzoxazol-2-yl)-2-piperidinyl]carbonylamino)ethyl]-3,5-dimethyl-1-piperazinecarboxylate). Reaction SMILES: [O:1]1[C:5]2[CH:6]=[CH:7][CH:8]=[CH:9][C:4]=2[N:3]=[C:2]1[N:10]1[CH2:15][CH2:14][CH2:13][CH2:12][C@H:11]1[C:16]([OH:18])=O.[NH2:19][CH2:20][CH2:21][N:22]1[C@@H:27]([CH3:28])[CH2:26][N:25]([C:29]([O:31][C:32]([CH3:35])([CH3:34])[CH3:33])=[O:30])[CH2:24][C@H:23]1[CH3:36]>>[NH3:3].[O:1]1[C:5]2[CH:6]=[CH:7][CH:8]=[CH:9][C:4]=2[N:3]=[C:2]1[N:10]1[CH2:15][CH2:14][CH2:13][CH2:12][C@H:11]1[C:16]([NH:19][CH2:20][CH2:21][N:22]1[C@@H:27]([CH3:28])[CH2:26][N:25]([C:29]([O:31][C:32]([CH3:33])([CH3:35])[CH3:34])=[O:30])[CH2:24][C@H:23]1[CH3:36])=[O:18]. Reported procedure: The title compound was prepared by a similar method to Preparation 4 from (2S)-1-(1,3-benzoxazol-2-yl)-2-piperidinecarboxylic acid [see Preparation 3] and tert-butyl (cis)-4-(2-aminoethyl)-3,5-dimethyl-1-piperazinecarboxylate [see Preparation 7]. The crude product was purified by column chromatography on silica gel eluting with a solvent gradient of 4:1:0 changing to 93:7:1, by volume, dichoromethane:methanol:0.88 aqueous ammonia solution in 1% increments to afford tert-butyl (cis)-4-[2-([(2S)-1... Reaction SMILES: [CH3:1][O:2][c:3]1[cH:4][cH:5][c:6]([CH2:7][n:8]2[n:9][c:10]([N:42]3[CH2:43][CH2:44][N:45]([C:49]([O:50][C:51]([CH3:52])([CH3:53])[CH3:54])=[O:55])[CH2:46][CH2:47][CH2:48]3)[c:11]3[c:12]2[n:13][cH:14][cH:15][c:16]3[O:17][c:18]2[c:19]([F:41])[cH:20][c:21]([NH:24][C:25](=[O:26])[c:27]3[cH:28][cH:29][n:30][n:31](-[c:34]4[cH:35][cH:36][c:37]([F:40])[cH:38][cH:39]4)[c:32]3=[O:33])[cH:22][cH:23]2)[cH:56][cH:57]1.[Cl:65][CH2:66][Cl:67].[F:58][C:59]([F:60])([F:61])[C:62]([OH:63])=[O:64]>>[CH3:1][O:2][c:3]1[cH:4][cH:5][c:6]([CH2:7][n:8]2[n:9][c:10]([N:42]3[CH2:43][CH2:44][NH:45][CH2:46][CH2:47][CH2:48]3)[c:11]3[c:12]2[n:13][cH:14][cH:15][c:16]3[O:17][c:18]2[c:19]([F:41])[cH:20][c:21]([NH:24][C:25](=[O:26])[c:27]3[cH:28][cH:29][n:30][n:31](-[c:34]4[cH:35][cH:36][c:37]([F:40])[cH:38][cH:39]4)[c:32]3=[O:33])[cH:22][cH:23]2)[cH:56][cH:57]1. Reactants: COc1ccc(Cn2nc(N3CCCN(C(=O)OC(C)(C)C)CC3)c3c(Oc4ccc(NC(=O)c5ccnn(-c6ccc(F)cc6)c5=O)cc4F)ccnc32)cc1, ClCCl, O=C(O)C(F)(F)F. Product: COc1ccc(Cn2nc(N3CCCNCC3)c3c(Oc4ccc(NC(=O)c5ccnn(-c6ccc(F)cc6)c5=O)cc4F)ccnc32)cc1. The reactants are OC1CC2CC(CCC2(C2CC(C3(C(CCC3C12)C(CCC(=O)O)C)C)O)C)OCCNC(CC1=CC=C(C=C1)O)=O (4-(7,12-dihydroxy-3-{2-[2-(4-hydroxyphenyl)acetylamino]ethoxy}-10,13-dimethylhexadecahydrocyclopenta[a]phenanthren-17-yl)pentanoic acid), Cl (HCl), CC(C(=O)OCC)=CC1=CC(=C(C(=C1)F)F)F (ethyl 2-methyl-3-(3,4,5-trifluorophenyl)acrylate), C(=O)([O-])[O-].[K+].[K+] (K2CO3). Solvent: CN(C)C=O (DMF). Conditions: temperature 150 celsius, time 160 minute. Product: C(=O)(O)CCC(C)C1CCC2C3C(CC4CC(CCC4(C3CC(C12C)O)C)OCCNC(=O)CC1=CC=C(OC2=C(C=C(C=C2F)C=C(C(=O)OCC)C)F)C=C1)O (Ethyl 3-{4-[4-({2-[17-(3-Carboxy-1-methylpropyl)-7,12-dihydroxy-10,13-dimethylhexadecahydrocyclopenta[a]phenanthren-3-yloxy]ethylcarbamoyl}methyl)phenoxy]-3,5-difluorophenyl}-2-methylacrylate). Yield: 62.4%. As a reaction SMILES: [OH:1][CH:2]1[CH:18]2[CH:10]([CH2:11][CH:12]([OH:27])[C:13]3([CH3:26])[CH:17]2[CH2:16][CH2:15][CH:14]3[CH:19]([CH3:25])[CH2:20][CH2:21][C:22]([OH:24])=[O:23])[C:9]2([CH3:28])[CH:4]([CH2:5][CH:6]([O:29][CH2:30][CH2:31][NH:32][C:33](=[O:42])[CH2:34][C:35]3[CH:40]=[CH:39][C:38]([OH:41])=[CH:37][CH:36]=3)[CH2:7][CH2:8]2)[CH2:3]1.[CH3:43][C:44](=[CH:50][C:51]1[CH:56]=[C:55]([F:57])[C:54](F)=[C:53]([F:59])[CH:52]=1)[C:45]([O:47][CH2:48][CH3:49])=[O:46].C([O-])([O-])=O.[K+].[K+].Cl>CN(C=O)C>[C:22]([CH2:21][CH2:20][CH:19]([CH:14]1[C:13]2([CH3:26])[CH:17]([CH:18]3[CH:10]([CH2:11][CH:12]2[OH:27])[C:9]2([CH3:28])[CH:4]([CH2:5][CH:6]([O:29][CH2:30][CH2:31][NH:32][C:33]([CH2:34][C:35]4[CH:36]=[CH:37][C:38]([O:41][C:54]5[C:53]([F:59])=[CH:52][C:51]([CH:50]=[C:44]([CH3:43])[C:45]([O:47][CH2:48][CH3:49])=[O:46])=[CH:56][C:55]=5[F:57])=[CH:39][CH:40]=4)=[O:42])[CH2:7][CH2:8]2)[CH2:3][CH:2]3[OH:1])[CH2:16][CH2:15]1)[CH3:25])([OH:24])=[O:23] |f:2.3.4|. Reported procedure: 610 mg of 4-(7,12-dihydroxy-3-{2-[2-(4-hydroxyphenyl)acetylamino]ethoxy}-10,13-dimethylhexadecahydrocyclopenta[a]phenanthren-17-yl)pentanoic acid, 232 mg of ethyl 2-methyl-3-(3,4,5-trifluorophenyl)acrylate and 393 mg of K2CO3 are suspended in 5 ml of DMF (anhydrous) and the suspension is stirred at 150° C. for 160 minutes. After cooling, the reaction mixture is taken up using 150 ml of a 2N aqueous HCl solution and extracted three times using 100 ml of EA each time. The extract is dried over Na2... Reactants: OC=1C=CC(=C(C(=O)NC=2C=NC=CC2)C1)OCC1=CC=CC=C1 (5-hydroxy-2-[(phenylmethyl)oxy]-N-3-pyridinylbenzamide), [H-].[Na+] (sodium hydride), CC1=CC=C(C=C1)S(=O)(=O)OCCN(C)C(=O)OC(C)(C)C (2-[{[(1,1-Dimethylethyl)oxy]carbonyl}(methyl)amino]ethyl 4-methylbenzenesulfonate), O (water). Solvent: CS(=O)C (dimethylsulfoxide), CS(=O)C (dimethylsulfoxide). Reaction conditions: time 1 hour. Yields the product CN(C(OC(C)(C)C)=O)CCOC1=CC(=C(C=C1)OCC1=CC=CC=C1)C(=O)NC=1C=NC=CC1 (1,1-Dimethylethyl methyl[2-({4-[(phenylmethyl)oxy]-3-[(3-pyridinylamino)carbonyl]phenyl}oxy)ethyl]carbamate). Reaction SMILES: [OH:1][C:2]1[CH:3]=[CH:4][C:5]([O:17][CH2:18][C:19]2[CH:24]=[CH:23][CH:22]=[CH:21][CH:20]=2)=[C:6]([CH:16]=1)[C:7]([NH:9][C:10]1[CH:11]=[N:12][CH:13]=[CH:14][CH:15]=1)=[O:8].[H-].[Na+].CC1C=CC(S(O[CH2:38][CH2:39][N:40]([C:42]([O:44][C:45]([CH3:48])([CH3:47])[CH3:46])=[O:43])[CH3:41])(=O)=O)=CC=1.O>CS(C)=O>[CH3:41][N:40]([CH2:39][CH2:38][O:1][C:2]1[CH:3]=[CH:4][C:5]([O:17][CH2:18][C:19]2[CH:20]=[CH:21][CH:22]=[CH:23][CH:24]=2)=[C:6]([C:7]([NH:9][C:10]2[CH:11]=[N:12][CH:13]=[CH:14][CH:15]=2)=[O:8])[CH:16]=1)[C:42](=[O:43])[O:44][C:45]([CH3:46])([CH3:48])[CH3:47] |f:1.2|. Procedure: To a solution of 5-hydroxy-2-[(phenylmethyl)oxy]-N-3-pyridinylbenzamide (may be prepared as described in Example 44; 200 mg, 0.62 mmol) in dimethylsulfoxide (8 ml) was added sodium hydride (17.98 mg, 0.75 mmol) at 0° C., and the mixture was stirred at room temperature for 1 h. 2-[{[(1,1-Dimethylethyl)oxy]carbonyl}(methyl)amino]ethyl 4-methylbenzenesulfonate (247 mg, 0.75 mmol) in dimethylsulfoxide (8 ml) was added to the solution dropwise, and the mixture was stirred at 75° C. for 18 h. The mixt... Reactants: C(C1=CC=CC=C1)OC1=C(C=O)C=CC=C1 (2-(Benzyloxy)benzaldehyde), [BH4-].[Na+] (sodium borohydride), FC=1C=C(C=C(C1O)F)CCC(=O)OCC (Ethyl 3-(3,5-difluoro-4-hydroxyphenyl)propanoate), C(CCC)P(CCCC)CCCC (tributylphosphine), N(=NC(=O)N1CCCCC1)C(=O)N1CCCCC1 (azodicarbonyldipiperidine). The solvent is CO (methanol), O (water). Conditions: time 2 hour. Yields the product C(C1=CC=CC=C1)OC1=C(COC2=C(C=C(C=C2F)CCC(=O)OCC)F)C=CC=C1 (Ethyl 3-(4-{[2-(benzyloxy)benzyl]oxy}-3,5-difluorophenyl)propanoate). Isolated yield 44.2%. Reaction SMILES: [CH2:1]([O:8][C:9]1[CH:16]=[CH:15][CH:14]=[CH:13][C:10]=1[CH:11]=[O:12])[C:2]1[CH:7]=[CH:6][CH:5]=[CH:4][CH:3]=1.[BH4-].[Na+].[F:19][C:20]1[CH:21]=[C:22]([CH2:28][CH2:29][C:30]([O:32][CH2:33][CH3:34])=[O:31])[CH:23]=[C:24]([F:27])[C:25]=1O.C(P(CCCC)CCCC)CCC.N(C(N1CCCCC1)=O)=NC(N1CCCCC1)=O>CO.O>[CH2:1]([O:8][C:9]1[CH:16]=[CH:15][CH:14]=[CH:13][C:10]=1[CH2:11][O:12][C:25]1[C:24]([F:27])=[CH:23][C:22]([CH2:28][CH2:29][C:30]([O:32][CH2:33][CH3:34])=[O:31])=[CH:21][C:20]=1[F:19])[C:2]1[CH:3]=[CH:4][CH:5]=[CH:6][CH:7]=1 |f:1.2|. Procedure details: 2-(Benzyloxy)benzaldehyde (274 mg, 1.3 mmol) dissolved in methanol (20 mL), sodium borohydride (73 mg, 1.9 mmol) was added thereto, and then the mixture was stirred with ice cooling for 2 hours. To the reaction solution was added water, and the reaction mixture was extracted with ethyl acetate. The extract was dried, and then concentrated under reduced pressure. The residue was dissolved in tetrahydrofuran (10 mL). Ethyl 3-(3,5-difluoro-4-hydroxyphenyl)propanoate (200 mg, 0.86 mmol), tributylpho... Reactants: trityl, O.C1(=CC=C(C=C1)S(=O)(=O)O)C (p-toluenesulfonic acid hydrate), NC1[C@H]2N(C(=C(CS2)COC)C(=O)O[C@@H](C)OC(=O)OC(C)C)C1=O (1-(1R,S)-(isopropyloxycarbonyloxy)ethyl 7-amino-3-methoxymethyl-3-cephem-4-carboxylate), NC=1SC=C(N1)/C(/C(=S)OC=1SC2=C(N1)C=CC=C2)=N/OC(C2=CC=CC=C2)(C2=CC=CC=C2)C2=CC=CC=C2 (2-benzothiazolyl (Z)-2-(2-aminothiazol-4-yl)-2-trityloxyiminothioacetate). The solvent is C(CC)O (n-propanol), CN(C=O)C (N,N-dimethylformamide). The product is C1(=CC=C(C=C1)S(=O)(=O)O)C.NC=1SC=C(N1)/C(/C(=O)NC1[C@H]2N(C(=C(CS2)COC)C(=O)O[C@@H](C)OC(=O)OC(C)C)C1=O)=N/O (1-(1R,S)-(isopropoxycarbonyloxy)ethyl 7-[2-(2-aminothiazol-4-yl)-2-(Z)-hydroxyiminoacetamido]-3-methoxymethyl-3-cephem-4-carboxylate p-toluenesulfonate). RXN SMILES: [NH2:1][CH:2]1[C:24](=[O:25])[N:4]2[C:5]([C:12]([O:14][C@H:15]([O:17][C:18]([O:20][CH:21]([CH3:23])[CH3:22])=[O:19])[CH3:16])=[O:13])=[C:6]([CH2:9][O:10][CH3:11])[CH2:7][S:8][C@@H:3]12.[NH2:26][C:27]1[S:28][CH:29]=[C:30](/[C:32](=[N:45]/[O:46]C(C2C=CC=CC=2)(C2C=CC=CC=2)C2C=CC=CC=2)/[C:33]([O:35]C2SC3C=CC=CC=3N=2)=S)[N:31]=1.O.[C:67]1([CH3:77])[CH:72]=[CH:71][C:70]([S:73]([OH:76])(=[O:75])=[O:74])=[CH:69][CH:68]=1>CN(C)C=O.C(O)CC>[C:67]1([CH3:77])[CH:68]=[CH:69][C:70]([S:73]([OH:76])(=[O:74])=[O:75])=[CH:71][CH:72]=1.[NH2:26][C:27]1[S:28][CH:29]=[C:30](/[C:32](=[N:45]/[OH:46])/[C:33]([NH:1][CH:2]2[C:24](=[O:25])[N:4]3[C:5]([C:12]([O:14][C@H:15]([O:17][C:18]([O:20][CH:21]([CH3:22])[CH3:23])=[O:19])[CH3:16])=[O:13])=[C:6]([CH2:9][O:10][CH3:11])[CH2:7][S:8][C@@H:3]23)=[O:35])[N:31]=1 |f:2.3,6.7|. Procedure details: 905 mg (2.42 mmol) of 1-(1R,S)-(isopropyloxycarbonyloxy)ethyl 7-amino-3-methoxymethyl-3-cephem-4-carboxylate and 1.5 g (2.6 mmol) of 2-benzothiazolyl (Z)-2-(2-aminothiazol-4-yl)-2-trityloxyiminothioacetate are reacted in 10 ml of N,N-dimethylformamide analogously to Example 5. The trityl-protected title compound is heated at 90° C. for 25 minutes with 475 mg (2.5 mmol) of p-toluenesulfonic acid hydrate in 10 ml of n-propanol. After cooling, 900 mg (52% of theory) of the title compound crystalliz... The reactants are NC=1C(=NC=CN1)C#N (3-amino-2-pyrazinecarbonitrile), FC(COCC(=N)N)(F)F (2-(2,2,2-trifluoroethoxy)acetamidine), C(C)(=O)OCC (ethyl acetate). The solvent is C(C)O (ethanol). Product: NC1=NC(=NC2=NC=CN=C12)COCC(F)(F)F (4-Amino-2-[(2,2,2-trifluoroethoxy)methyl]pteridine). Reaction SMILES: [NH2:1][C:2]1[C:3]([C:8]#[N:9])=[N:4][CH:5]=[CH:6][N:7]=1.[F:10][C:11]([F:19])([F:18])[CH2:12][O:13][CH2:14][C:15](N)=[NH:16].C(OCC)(=O)C>C(O)C>[NH2:9][C:8]1[C:3]2[C:2](=[N:7][CH:6]=[CH:5][N:4]=2)[N:1]=[C:15]([CH2:14][O:13][CH2:12][C:11]([F:19])([F:18])[F:10])[N:16]=1. Procedure details: Obtained using the procedure described in section c of Example 2, starting with 7.2 g (0.060 mole) of 3-amino-2-pyrazinecarbonitrile and 14.2 g (0.091 mole) of 2-(2,2,2-trifluoroethoxy)acetamidine in 230 ml of absolute ethanol. Refluxing time: 7 hours. Yld: 6.5 g (42%), m p. 145°-147° C. (ethyl acetate).